This data is from the Open Reaction Database (ORD), a public repository of structured organic reaction records. The task is: describe an organic reaction: reactants, conditions, products, and yield The reactants are CC1CCN(c2cc3nc(C(C)(C)C)sc3cc2N=C=S)CC1, ClCCl, CN1CCNCC1. Product: CC1CCN(c2cc3nc(C(C)(C)C)sc3cc2NC(=S)N2CCN(C)CC2)CC1. As a reaction SMILES: [C:1]([CH3:2])([CH3:3])([CH3:4])[c:5]1[s:6][c:7]2[c:8]([n:9]1)[cH:10][c:11]([N:17]1[CH2:18][CH2:19][CH:20]([CH3:23])[CH2:21][CH2:22]1)[c:12]([N:14]=[C:15]=[S:16])[cH:13]2.[CH2:31]([Cl:32])[Cl:33].[CH3:24][N:25]1[CH2:26][CH2:27][NH:28][CH2:29][CH2:30]1>>[C:1]([CH3:2])([CH3:3])([CH3:4])[c:5]1[s:6][c:7]2[c:8]([n:9]1)[cH:10][c:11]([N:17]1[CH2:18][CH2:19][CH:20]([CH3:23])[CH2:21][CH2:22]1)[c:12]([NH:14][C:15](=[S:16])[N:28]1[CH2:27][CH2:26][N:25]([CH3:24])[CH2:30][CH2:29]1)[cH:13]2. Reactants: CO (methanol), ClCCl (dichloromethane), C(C)(=O)OO (peracetic acid). Solvent: solution. The product is [O-]O (hydroperoxide), C(C)(=O)OC(C)=O (acetic anhydride). The yield is 31.0%. Reaction SMILES: Cl[CH2:2]Cl.[C:4]([O:7][OH:8])(=[O:6])[CH3:5].[CH3:9][OH:10]>>[O-:7][OH:8].[C:9]([O:7][C:4](=[O:6])[CH3:5])(=[O:10])[CH3:2]. Reported procedure: A portion of the beads produced (20 g) were swelled in 60 ml of a solution of dichloromethane and methanol (equal volume ratios) and 80 g of peracetic acid solution obtained from 31% hydroperoxide and acetic anhydride, were added drop by drop with cooling and the reaction was continued for 4 hours at room temperature in order to oxidize triphenylphosphine units. The beads containing triphenylphosphine oxide units were dipped into 100 ml of monochlorobenzene containing 10 g of oxalic chloride and... The reactants are C1(=CC=CC=C1)C.N(=NC(=O)OCC)C(=O)OCC (diethyl azodicarboxylate toluene), FC=1C=C(C=O)C=CC1O (3-Fluoro-4-hydroxybenzaldehyde), ClC=1C=C(CO)C=CC1Cl (3,4-dichlorobenzyl alcohol), C1(=CC=CC=C1)P(C1=CC=CC=C1)C1=CC=CC=C1 (triphenylphosphine). Run in O1CCCC1 (tetrahydrofuran). Reaction conditions: time 2 hour. Yields the product ClC=1C=C(COC2=C(C=C(C=O)C=C2)F)C=CC1Cl (4-(3,4-Dichlorobenzyloxy)-3-fluorobenzaldehyde). The yield is 80.0%. Reaction SMILES: [F:1][C:2]1[CH:3]=[C:4]([CH:7]=[CH:8][C:9]=1[OH:10])[CH:5]=[O:6].[Cl:11][C:12]1[CH:13]=[C:14]([CH:17]=[CH:18][C:19]=1[Cl:20])[CH2:15]O.C1(P(C2C=CC=CC=2)C2C=CC=CC=2)C=CC=CC=1.C1(C)C=CC=CC=1.N(C(OCC)=O)=NC(OCC)=O>O1CCCC1>[Cl:11][C:12]1[CH:13]=[C:14]([CH:17]=[CH:18][C:19]=1[Cl:20])[CH2:15][O:10][C:9]1[CH:8]=[CH:7][C:4]([CH:5]=[O:6])=[CH:3][C:2]=1[F:1] |f:3.4|. Reported procedure: 3-Fluoro-4-hydroxybenzaldehyde (400 mg, 2.85 mmol), 3,4-dichlorobenzyl alcohol (665 mg, 3.76 mmol), and triphenylphosphine (980 mg, 3.74 mmol) were dissolved in tetrahydrofuran (8 mL), and a diethyl azodicarboxylate toluene solution (2.2 M, 1.71 mL, 3.76 mmol) was slowly added dropwise thereto at room temperature, and then, the resulting mixture was stirred under a nitrogen atmosphere at room temperature for 2 hours. The solvent in the reaction solution was distilled off under reduced pressure, ... The reactants are C1(=CC=CC=C1)[C@@]1([C@@H](C1)COCC1=CC=CC=C1)CNC(OC(C)(C)C)=O (1,1-dimethylethyl [((1R,2R)-1-phenyl-2-{[(phenylmethyl)oxy]methyl}cyclopropyl)methyl]carbamate), 11B. The reagents and catalysts are [Pd] (palladium on activated carbon). Run in C(C)O (ethyl alcohol). Yields the product OC[C@H]1[C@](C1)(C1=CC=CC=C1)CNC(OC(C)(C)C)=O (1,1-dimethylethyl {[(1R,2R)-2-(hydroxymethyl)-1-phenylcyclopropyl]methyl}carbamate). The yield is 96.3%. As a reaction SMILES: [C:1]1([C@@:7]2([CH2:19][NH:20][C:21](=[O:27])[O:22][C:23]([CH3:26])([CH3:25])[CH3:24])[CH2:9][C@H:8]2[CH2:10][O:11]CC2C=CC=CC=2)[CH:6]=[CH:5][CH:4]=[CH:3][CH:2]=1>[Pd].C(O)C>[OH:11][CH2:10][C@@H:8]1[CH2:9][C@:7]1([CH2:19][NH:20][C:21](=[O:27])[O:22][C:23]([CH3:25])([CH3:24])[CH3:26])[C:1]1[CH:2]=[CH:3][CH:4]=[CH:5][CH:6]=1. Procedure: 1,1-dimethylethyl [((1R,2R)-1-phenyl-2-{[(phenylmethyl)oxy]methyl}cyclopropyl)methyl]carbamate (8.0 g, 21.7 mmol), accessed via the method of Preparation 11B, was combined with 10% palladium on activated carbon (0.8 g) in ethyl alcohol and hydrogenated under 1 atm H2(g) for 2.5 h at ambient temperature. The catalyst was filtered off through celite and the filtrate concentrated to a colorless oil. The crude material was purified by flash chromatography (SiO2, eluted with EtOAc/hexanes (4:6)) to g...